This data is from the Open Reaction Database (ORD), a public repository of structured organic reaction records. The task is: describe an organic reaction: reactants, conditions, products, and yield Reactants: O=C=O, C1CCOC1, CC#N, [Li]CCCC, CC#N, CCOC(=O)C1CCC1. The product is N#CCC(=O)C1CCC1. Reaction SMILES: [C:21](=[O:22])=[O:23].[CH2:24]1[O:25][CH2:26][CH2:27][CH2:28]1.[CH3:18][C:19]#[N:20].[CH3:1][CH2:2][CH2:3][CH2:4][Li:5].[CH3:6][C:7]#[N:8].[CH:9]1([C:13](=[O:14])[O:15][CH2:16][CH3:17])[CH2:10][CH2:11][CH2:12]1>>[CH2:6]([C:7]#[N:8])[C:13]([CH:9]1[CH2:10][CH2:11][CH2:12]1)=[O:14].